Dataset: the Open Reaction Database (ORD), a public repository of structured organic reaction records. Task: describe an organic reaction: reactants, conditions, products, and yield Starting materials: CS(=O)CCS(=O)(=O)NCCCc1ccc(-c2ccc(=O)[nH]n2)cc1, O, OCCO. Reaction SMILES: [CH3:5][S:6](=[O:7])[CH2:8][CH2:9][S:10](=[O:11])(=[O:12])[NH:13][CH2:14][CH2:15][CH2:16][c:17]1[cH:18][cH:19][c:20](-[c:23]2[cH:24][cH:25][c:26](=[O:29])[nH:27][n:28]2)[cH:21][cH:22]1.[OH2:30].[OH:1][CH2:2][CH2:3][OH:4]>>[CH2:8]=[CH:9][S:10](=[O:11])(=[O:12])[NH:13][CH2:14][CH2:15][CH2:16][c:17]1[cH:18][cH:19][c:20](-[c:23]2[cH:24][cH:25][c:26](=[O:29])[nH:27][n:28]2)[cH:21][cH:22]1. Yields the product C=CS(=O)(=O)NCCCc1ccc(-c2ccc(=O)[nH]n2)cc1. The reactants are F[C@@]12[C@]3(C=CC(C=C3CC[C@H]1[C@@H]1CC=C([C@@]1(C)C[C@@H]2O)SC)=O)C (9-fluoro-11β-hydroxy-17-(methylthio)androsta-1,4,16-trien-3-one), CO (methanol), C([O-])(O)=O.[Na+] (sodium bicarbonate), solution, ClCl (chlorine). Run in C(Cl)(Cl)Cl (chloroform), ClCCl (dichloromethane), ClCCl (dichloromethane). The product is ClC1=C([C@]2(C)[C@@H](C1)[C@@H]1CCC3=CC(C=C[C@]3(C)[C@]1([C@H](C2)O)F)=O)SC ((11β)-16-Chloro-9-fluoro-11-hydroxy-17-(methylthio)androsta-1,4,16-trien-3-one). As a reaction SMILES: [F:1][C@:2]12[C@@H:19]([OH:20])[CH2:18][C@@:16]3([CH3:17])[C@@H:12]([CH2:13][CH:14]=[C:15]3[S:21][CH3:22])[C@@H:11]1[CH2:10][CH2:9][C:8]1[C@:3]2([CH3:24])[CH:4]=[CH:5][C:6](=[O:23])[CH:7]=1.CO.[Cl:27]Cl.C(=O)(O)[O-].[Na+]>ClCCl.C(Cl)(Cl)Cl>[Cl:27][C:14]1[CH2:13][C@H:12]2[C@H:11]3[C@:2]([F:1])([C@@H:19]([OH:20])[CH2:18][C@:16]2([CH3:17])[C:15]=1[S:21][CH3:22])[C@:3]1([CH3:24])[C:8](=[CH:7][C:6](=[O:23])[CH:5]=[CH:4]1)[CH2:9][CH2:10]3 |f:3.4|. Reported procedure: To a solution of 9-fluoro-11β-hydroxy-17-(methylthio)androsta-1,4,16-trien-3-one (100 mg) in a mixture of dry dichloromethane (10 ml) and methanol (8 ml) is added a 0.31 molar solution of chlorine in dichloromethane (1.0 ml). After a few hours, the solution is poured into a dilute sodium bicarbonate solution. The product is isolated by extraction with chloroform and the chloroform solution is washed with water, dried (anhydrous MgSO4) evaporated and the residue is purified by preparative thin la...